From a dataset of the Open Reaction Database (ORD), a public repository of structured organic reaction records. describe an organic reaction: reactants, conditions, products, and yield Starting materials: CC=1C=C2C(CC3(C2=CC1)CCCC3)=O (5'-methyl-2',3'-dihydro-spiro[cyclo-pentane-1,1'-[1H]indene]-3'-one), O (water), CC(C=C)O (3-buten-2-ol), C1(=CC=C(C=C1)S(=O)(=O)O)C (p-toluenesulfonic acid). Run in COC(C)(C)OC (2,2-dimethoxy-propane). Yields the product C(C=CC)C1C2(C3=CC=C(C=C3C1=O)C)CCCC2 ((RS)-2'-(2-buten-1-yl)-5'-methyl-2',3'-dihydro-spiro[cyclopentane-1,1'-[1H]indene]-3'-one). The yield is 59.0%. RXN SMILES: [CH3:1][C:2]1[CH:3]=[C:4]2[C:8](=[CH:9][CH:10]=1)[C:7]1([CH2:14][CH2:13][CH2:12][CH2:11]1)[CH2:6][C:5]2=[O:15].[CH3:16][CH:17](O)[CH:18]=[CH2:19].C1(C)C=CC(S(O)(=O)=O)=CC=1.O>COC(OC)(C)C>[CH2:16]([CH:6]1[C:5](=[O:15])[C:4]2[C:8](=[CH:9][CH:10]=[C:2]([CH3:1])[CH:3]=2)[C:7]21[CH2:14][CH2:13][CH2:12][CH2:11]2)[CH:17]=[CH:18][CH3:19]. Reported procedure: A solution of 17.0 g of 5'-methyl-2',3'-dihydro-spiro[cyclo-pentane-1,1'-[1H]indene]-3'-one, 17.5 ml of 3-buten-2-ol and 170 mg of p-toluenesulfonic acid in 170 ml of 2,2-dimethoxy-propane was boiled under reflux for 71 hours on a water separator filled with molecular sieve (0.4 nm, 2 mm pearl shaped). The reaction mixture was subsequently concentrated in a vacuum and purified by column chromatography on silica gel (hexane/diethyl ether 4:1). In addition to 4.0 g of educt, there were obtained 12... The reactants are C(C)(C)(C)OC(=O)C=CC1=CC=C(C(=O)OC)C=C1 (Methyl 4-(2-t-butoxvcarbonyl-vinyl)-benzoate). Solvent: C(Cl)Cl (CH2Cl2), O (water). Reaction conditions: time 27 hour. Yields the product C(=O)(O)C=CC1=CC=C(C(=O)OC)C=C1 (Methyl 4-(2-carboxy-vinyl)-benzoate). Yield: 95.1%. RXN SMILES: C([O:5][C:6]([CH:8]=[CH:9][C:10]1[CH:19]=[CH:18][C:13]([C:14]([O:16][CH3:17])=[O:15])=[CH:12][CH:11]=1)=[O:7])(C)(C)C>C(Cl)Cl.O>[C:6]([CH:8]=[CH:9][C:10]1[CH:19]=[CH:18][C:13]([C:14]([O:16][CH3:17])=[O:15])=[CH:12][CH:11]=1)([OH:7])=[O:5]. Reported procedure: To a stirred solution at room temperature of VI (745 mg, 2.84 mmol) in CH2Cl2 (10 ml) was added trifluoroacetc acid (6 ml, 95% in water). After 27 h, the reaction mixture was concentrated, and triturated in water. After 1 h, the suspension was filtered off, rinsed with H2O, and dried to afford the title compound VII (556 mg, 2.70 mmol, 95% yield) as an off-white solid. 1H NMR (300 MHz, DMSO-d6) δ(ppm): AB system (δA=8.01, δB=7.88, J=8.1 Hz, 4H), 7.68 (d, J=15.8 Hz, 1H), 6.70 (d, J=16.3 Hz, 1H), ... The reactants are ClCCl, CC(Cl)(Cl)C(=O)Cl, [Na+], [OH-], O=C(O)C1CCCN1. Yields the product CC(Cl)(Cl)C(=O)N1CCCC1C(=O)O. RXN SMILES: [CH2:18]([Cl:19])[Cl:20].[Cl:11][C:12]([C:13](=[O:14])[Cl:15])([CH3:16])[Cl:17].[Na+:10].[OH-:9].[OH:1][C:2](=[O:3])[CH:4]1[CH2:5][CH2:6][CH2:7][NH:8]1>>[OH:1][C:2](=[O:3])[CH:4]1[CH2:5][CH2:6][CH2:7][N:8]1[C:13]([C:12]([Cl:11])([CH3:16])[Cl:17])=[O:14]. Reactants: Cl.Cl.Cl.NCCCNCCCCNC(C(O)NC(CCCCNC(=N)N)=O)=O (N-[4-(3-aminopropyl)aminobutyl]-2-(5-guanidinopentanamido)-2-hydroxyethanamide trihydrochloride), Cl.N(C(=N)N)CCCCC(=O)N (5-guanidinopentanamide hydrochloride), Cl.Cl.NCCCNCCCCNC(C(O)O)=O (N-[4-(3-aminopropyl)aminobutyl]-2,2-dihydroxyethanamide dihydrochloride), C(CCCC(=O)O)(=O)O (glutaric acid). Run in O (water), O (water). Conditions: temperature 60 celsius. Product: NCCCNCCCCNC(C(O)NC(CCCCNC(=N)N)=O)=O (N-[4-(3-aminopropyl)aminobutyl]-2-(5-guanidinopentanamido)-2-hydroxyethanamide). Isolated yield 37.1%. Reaction SMILES: Cl.N(CCCCC(N)=O)C(N)=N.Cl.Cl.NCCCNCCCCNC(=O)C(O)O.C(O)(=O)CCCC(O)=O.Cl.Cl.Cl.[NH2:42][CH2:43][CH2:44][CH2:45][NH:46][CH2:47][CH2:48][CH2:49][CH2:50][NH:51][C:52](=[O:66])[CH:53]([NH:55][C:56](=[O:65])[CH2:57][CH2:58][CH2:59][CH2:60][NH:61][C:62]([NH2:64])=[NH:63])[OH:54]>O>[NH2:42][CH2:43][CH2:44][CH2:45][NH:46][CH2:47][CH2:48][CH2:49][CH2:50][NH:51][C:52](=[O:66])[CH:53]([NH:55][C:56](=[O:65])[CH2:57][CH2:58][CH2:59][CH2:60][NH:61][C:62]([NH2:64])=[NH:63])[OH:54] |f:0.1,2.3.4,6.7.8.9|. Procedure: A mixture of 92.4 mg (0.48 mmole) of 5-guanidinopentanamide hydrochloride, 166.5 mg (0.57 mmole) of N-[4-(3-aminopropyl)aminobutyl]-2,2-dihydroxyethanamide dihydrochloride, 62.8 mg (0.48 mmole) of glutaric acid and 0.1 ml of water was heated at 60° C. for 24 hours. After completion of the reaction, 5 ml of water was added to the reaction mixture which was then purified in a manner similar to that in Example 1 using CM-Sephadex® C-25 (Na-type) and Sephadex® LH-20 to obtain 82.5 mg (37.1% yield) o... Run at temperature 230 celsius. RXN SMILES: [OH:1][CH2:2][CH:3]([CH2:5][OH:6])[OH:4].[C:7]([OH:26])(=[O:25])[CH2:8][CH2:9][CH2:10][CH2:11][CH2:12][CH2:13][CH2:14]/[CH:15]=[CH:16]\[CH2:17][CH2:18][CH2:19][CH2:20][CH2:21][CH2:22][CH2:23][CH3:24].OP(O)(O)=O>O>[C:7]([OH:26])(=[O:25])[CH2:8][CH2:9][CH2:10][CH2:11][CH2:12][CH2:13][CH2:14]/[CH:15]=[CH:16]\[CH2:17][CH2:18][CH2:19][CH2:20][CH2:21][CH2:22][CH2:23][CH3:24].[OH:1][CH2:2][CH:3]([CH2:5][OH:6])[OH:4].[OH:1][CH2:2][CH:3]([CH2:5][OH:6])[OH:4].[OH:1][CH2:2][CH:3]([CH2:5][OH:6])[OH:4] |f:4.5.6.7|. Solvent: O (water), O (water). Procedure details: 770 g of glycerine and 767 g of oleic acid were treated with catalyst prepared in a similar way as in Example 4. 4 g of Ca(OH)2 (dry) premixed with 26 g of water and 15 g of 25% H3PO4 premixed with 30 g of water were added at room temperature. The batch was heated to 230° C. under 23 inches of maximum vacuum in 2 hours time and reacted for another 3 hours. 240 g of total water was collected. Starting materials: OCC(O)CO (glycerine), C(CCCCCCC\C=C/CCCCCCCC)(=O)O (oleic acid), Ca(OH)2, OP(=O)(O)O (H3PO4). The product is C(CCCCCCC\C=C/CCCCCCCC)(=O)O.OCC(O)CO.OCC(O)CO.OCC(O)CO (Triglycerol monooleate). Reactants: C(CCC)C1=C(C=C(N=N1)OC[C@@H]1CNCC[C@H]1O)C1=CC=C(C=C1)OC1CCCCC1 ((±)-trans-3-[6-butyl-5-(4-cyclohexyloxy-phenyl)-pyridazin-3-yloxymethyl]-piperidin-4-ol), C=O (formaldehyde), C(C)(=O)O[BH-](OC(C)=O)OC(C)=O.[Na+] (sodium triacetoxyborohydride). Solvent: C(Cl)Cl (DCM), C(Cl)Cl (DCM). Conditions: time 3 hour. Yields the product C(CCC)C1=C(C=C(N=N1)OC[C@@H]1CN(CC[C@H]1O)C)C1=CC=C(C=C1)OC1CCCCC1 ((±)-trans-3-[6-butyl-5-(4-cyclohexyloxy-phenyl)-pyridazin-3-yloxymethyl]-1-methyl-piperidin-4-ol). Reaction SMILES: [CH2:1]([C:5]1[N:10]=[N:9][C:8]([O:11][CH2:12][C@H:13]2[C@H:18]([OH:19])[CH2:17][CH2:16][NH:15][CH2:14]2)=[CH:7][C:6]=1[C:20]1[CH:25]=[CH:24][C:23]([O:26][CH:27]2[CH2:32][CH2:31][CH2:30][CH2:29][CH2:28]2)=[CH:22][CH:21]=1)[CH2:2][CH2:3][CH3:4].C=O.[C:35](O[BH-](OC(=O)C)OC(=O)C)(=O)C.[Na+]>C(Cl)Cl>[CH2:1]([C:5]1[N:10]=[N:9][C:8]([O:11][CH2:12][C@H:13]2[C@H:18]([OH:19])[CH2:17][CH2:16][N:15]([CH3:35])[CH2:14]2)=[CH:7][C:6]=1[C:20]1[CH:25]=[CH:24][C:23]([O:26][CH:27]2[CH2:32][CH2:31][CH2:30][CH2:29][CH2:28]2)=[CH:22][CH:21]=1)[CH2:2][CH2:3][CH3:4] |f:2.3|. Procedure: To a stirred solution of (±)-trans-3-[6-butyl-5-(4-cyclohexyloxy-phenyl)-pyridazin-3-yloxymethyl]-piperidin-4-ol (0.117 mmol, 0.06 g) in DCM (1 mL) was added formaldehyde solution (1 mL) followed by sodium triacetoxyborohydride (0.3 g) and continued stirring the reaction mixture for 3 h at room temperature. The reaction mixture was diluted with DCM (10 mL), washed the organic layer with water, dried the organic layer, filtered and concentrated under reduced pressure. The residue was purified by ... Reactants: CO[C@@H]1C[C@H](NC1)C(=O)O (trans-4-methoxy-L-proline), C([O-])([O-])=O.[Na+].[Na+] (sodium carbonate), ice, C(C)(=O)SCCC(=O)N1[C@H](C(=O)O)C[C@H](C1)OC (1-(3-acetylthio-1-oxopropyl)-trans-4-methoxy-L-proline), [Cl-].[Na+] (sodium chloride), C([O-])([O-])=O.[Na+].[Na+] (sodium carbonate), C(C)(=O)CCC(=S)Cl (3-acetylthiopropionyl chloride), Cl (hydrochloric acid). Solvent: O (water), CCOCC (ether), O (water), O (water), C(C)(=O)OCC (ethyl acetate). Product: C1(CCCCC1)NC1CCCCC1 (dicyclohexylamine). RXN SMILES: CO[C@H:3]1[CH2:7][NH:6][C@H:5]([C:8](O)=O)[CH2:4]1.C(=O)([O-])[O-].[Na+].[Na+].[C:17]([CH2:20][CH2:21][C:22](Cl)=S)(=O)C.Cl.[Cl-].[Na+].C(S[CH2:32][CH2:33][C:34](N1C[C@H](OC)C[C@H]1C(O)=O)=O)(=O)C>C(OCC)(=O)C.O.CCOCC>[CH:7]1([NH:6][CH:5]2[CH2:4][CH2:34][CH2:33][CH2:32][CH2:8]2)[CH2:3][CH2:17][CH2:20][CH2:21][CH2:22]1 |f:1.2.3,6.7|. Procedure details: A solution of 3.5 g. (0.024 mole) of trans-4-methoxy-L-proline in 50 ml. of water is stirred, cooled to 5° and 3 g. of sodium carbonate are added. This mixture is treated with a solution of 4.0 g. (0.024 mole) of 3-acetylthiopropionyl chloride in 5 ml. of ether during the course of 10 minutes with the intermittent addition of 3 g. of sodium carbonate to maintain the pH at about 8.0. The mixture is stirred in the ice-bath for an additional hour, 25 ml. of water are added and then a solution of 5 ...